Dataset: the Open Reaction Database (ORD), a public repository of structured organic reaction records. Task: describe an organic reaction: reactants, conditions, products, and yield Reactants: ClC1=NC(=CC2=CC(=C(C=C12)OCCOC)OCCOC)NC1=NNC(=C1)C ([1-Chloro-6,7-bis-(2-methoxy-ethoxy)-isoquinolin-3-yl]-(5-methyl-1H-pyrazol-3-yl)-amine). Solvent: C(C)(C)O (isopropyl alcohol). The product is C(C)(C)OC1=NC(=CC2=CC(=C(C=C12)OCCOC)OCCOC)NC1=NNC(=C1)C ([1-Isopropoxy-6,7-bis-(2-methoxy-ethoxy)-isoquinolin-3-yl]-(5-methyl-1H-pyrazol-3-yl)-amine). As a reaction SMILES: Cl[C:2]1[C:11]2[C:6](=[CH:7][C:8]([O:17][CH2:18][CH2:19][O:20][CH3:21])=[C:9]([O:12][CH2:13][CH2:14][O:15][CH3:16])[CH:10]=2)[CH:5]=[C:4]([NH:22][C:23]2[CH:27]=[C:26]([CH3:28])[NH:25][N:24]=2)[N:3]=1>C(O)(C)C>[CH:9]([O:12][C:2]1[C:11]2[C:6](=[CH:7][C:8]([O:17][CH2:18][CH2:19][O:20][CH3:21])=[C:9]([O:12][CH2:13][CH2:14][O:15][CH3:16])[CH:10]=2)[CH:5]=[C:4]([NH:22][C:23]2[CH:27]=[C:26]([CH3:28])[NH:25][N:24]=2)[N:3]=1)([CH3:10])[CH3:8]. Procedure details: Similar procedure as described in example 400 was used, starting from isopropyl alcohol and [1-Chloro-6,7-bis-(2-methoxy-ethoxy)-isoquinolin-3-yl]-(5-methyl-1H-pyrazol-3-yl)-amine (Example 9E) to give [1-Isopropoxy-6,7-bis-(2-methoxy-ethoxy)-isoquinolin-3-yl]-(5-methyl-1H-pyrazol-3-yl)-amine. LC-MS: m/e 431(MH+). RXN SMILES: [C:1]([CH3:2])([CH3:3])([CH3:4])[O:5][C:6]([C:7]([CH3:8])([CH3:9])[O:10][c:11]1[cH:12][cH:13][c:14]([CH2:17][CH2:18][CH2:19][CH:20]2[NH:21][C:22](=[O:34])[N:23]([CH2:25][c:26]3[cH:27][c:28]([CH3:33])[c:29]([CH3:32])[cH:30][cH:31]3)[CH2:24]2)[cH:15][cH:16]1)=[O:35].[Cl:43][CH2:44][Cl:45].[OH:36][C:37]([C:38]([F:39])([F:40])[F:41])=[O:42]>>[O:5]=[C:6]([C:7]([CH3:8])([CH3:9])[O:10][c:11]1[cH:12][cH:13][c:14]([CH2:17][CH2:18][CH2:19][CH:20]2[NH:21][C:22](=[O:34])[N:23]([CH2:25][c:26]3[cH:27][c:28]([CH3:33])[c:29]([CH3:32])[cH:30][cH:31]3)[CH2:24]2)[cH:15][cH:16]1)[OH:35]. Starting materials: Cc1ccc(CN2CC(CCCc3ccc(OC(C)(C)C(=O)OC(C)(C)C)cc3)NC2=O)cc1C, ClCCl, O=C(O)C(F)(F)F. Product: Cc1ccc(CN2CC(CCCc3ccc(OC(C)(C)C(=O)O)cc3)NC2=O)cc1C. Starting materials: SO2, S(O)(O)=O (sulfurous acid), S(O)(O)=O (sulfurous acid), CN(C1=CC=CC=C1)C (dimethyl aniline), CN(C1=CC=CC=C1)C (dimethyl aniline), S(=O)(=O)([O-])[O-].[NH4+].[NH4+] (ammonium sulfate). The product is S(=O)(O)O.CN(C1=CC=CC=C1)C (dimethyl aniline sulfite). RXN SMILES: [CH3:1][N:2]([CH3:9])[C:3]1[CH:8]=[CH:7][CH:6]=[CH:5][CH:4]=1.[S:10](=[O:13])([OH:12])[OH:11].S([O-])([O-])(=O)=O.[NH4+].[NH4+]>>[S:10]([OH:13])([OH:12])=[O:11].[CH3:1][N:2]([CH3:9])[C:3]1[CH:8]=[CH:7][CH:6]=[CH:5][CH:4]=1 |f:2.3.4,5.6|. Procedure: The SO2 -lean and dimethyl aniline-enriched effluent gas from absorber section 5 of tower 6 which contains about 0.15% by volume SO2 and about 800-900 p.p.m. of gaseous dimethyl aniline, passes upwardly through sulfurous acid scrubbing section 9. A tail gas containing 0.05% by volume SO2 and substantially-free of gaseous dimethyl aniline is withdrawn from sulfurous acid scrubbing section 9 through line 15. Substantially pure SO2 gas bled off the upper SO2 gas-containing space in liquefied SO2 su...